From a dataset of the Open Reaction Database (ORD), a public repository of structured organic reaction records. describe an organic reaction: reactants, conditions, products, and yield Reactants: CCOC(C)=NOCCCBr, C1CCNCC1, [Cl-], ClCCl, [NH4+]. Yields the product CCOC(C)=NOCCCN1CCCCC1. Reaction SMILES: [Br:1][CH2:2][CH2:3][CH2:4][O:5][N:6]=[C:7]([CH3:8])[O:9][CH2:10][CH3:11].[CH2:12]1[CH2:13][CH2:14][NH:15][CH2:16][CH2:17]1.[Cl-:18].[Cl:20][CH2:21][Cl:22].[NH4+:19]>>[CH2:2]([CH2:3][CH2:4][O:5][N:6]=[C:7]([CH3:8])[O:9][CH2:10][CH3:11])[N:15]1[CH2:14][CH2:13][CH2:12][CH2:17][CH2:16]1.